From a dataset of the Open Reaction Database (ORD), a public repository of structured organic reaction records. describe an organic reaction: reactants, conditions, products, and yield Procedure: Into a glass flask having an internal volume of 10 mL, equipped with a stirring apparatus, a thermometer, a reflux condenser and a Dean-Stark apparatus, 5 mL of diisopropyl ether was put in an atmosphere of nitrogen, and 0.82 g (4.6 mmol) of pyrophosphoric acid, 0.29 g (2.5 mmol) of 3-cyclopropyl-3-oxopropanenitrile and 0.50 g (2.3 mmol) of 2-amino-4′-fluorobenzophenone were added thereto with stirring at room temperature. Then, the temperature was raised to 70° C., and reaction was carried out ... RXN SMILES: C(OC(C)C)(C)C.P(OP(O)(O)=O)(O)(O)=O.[CH:17]1([C:20](=O)[CH2:21][C:22]#[N:23])[CH2:19][CH2:18]1.[NH2:25][C:26]1[CH:40]=[CH:39][CH:38]=[CH:37][C:27]=1[C:28]([C:30]1[CH:35]=[CH:34][C:33]([F:36])=[CH:32][CH:31]=1)=O>>[CH:17]1([C:20]2[C:21]([C:22]#[N:23])=[C:28]([C:30]3[CH:35]=[CH:34][C:33]([F:36])=[CH:32][CH:31]=3)[C:27]3[C:26](=[CH:40][CH:39]=[CH:38][CH:37]=3)[N:25]=2)[CH2:19][CH2:18]1. Yield: 90.5%. Run at time 3 hour. The product is C1(CC1)C1=NC2=CC=CC=C2C(=C1C#N)C1=CC=C(C=C1)F (2-cyclopropyl-4-(4′-fluorophenyl)quinoline-3-carbonitrile). Starting materials: C(C)(C)OC(C)C (diisopropyl ether), NC1=C(C(=O)C2=CC=C(C=C2)F)C=CC=C1 (2-amino-4′-fluorobenzophenone), P(=O)(O)(O)OP(=O)(O)O (pyrophosphoric acid), C1(CC1)C(CC#N)=O (3-cyclopropyl-3-oxopropanenitrile).